This data is from the Open Reaction Database (ORD), a public repository of structured organic reaction records. The task is: describe an organic reaction: reactants, conditions, products, and yield Product: COC(=O)C1(NCC(CN)c2ccccc2)CCCC1. The reactants are COC(=O)C1(NCC(CNC(=O)OC(C)(C)C)c2ccccc2)CCCC1, CCOC(C)=O. Reaction SMILES: [C:1]([O:2][C:3](=[O:4])[NH:8][CH2:9][CH:10]([CH2:11][NH:12][C:13]1([C:18](=[O:19])[O:20][CH3:21])[CH2:14][CH2:15][CH2:16][CH2:17]1)[c:22]1[cH:23][cH:24][cH:25][cH:26][cH:27]1)([CH3:5])([CH3:6])[CH3:7].[CH3:28][CH2:29][O:30][C:31](=[O:32])[CH3:33]>>[NH2:8][CH2:9][CH:10]([CH2:11][NH:12][C:13]1([C:18](=[O:19])[O:20][CH3:21])[CH2:14][CH2:15][CH2:16][CH2:17]1)[c:22]1[cH:23][cH:24][cH:25][cH:26][cH:27]1. Reactants: CSC1=NN(C2=CC(=CC=C12)N1CCN(CC1)C(=O)OC(C)(C)C)C1=CC=CC=C1 (tert-butyl 4-(3-(methylthio)-1-phenyl-1H-indazol-6-yl)piperazine-1-carboxylate), Cl (Hydrogen chloride). Run in ClCCl (dichloromethane). Reaction conditions: time 1 hour. Product: Cl.CSC1=NN(C2=CC(=CC=C12)N1CCNCC1)C1=CC=CC=C1 (3-(methylthio)-1-phenyl-6-(piperazin-1-yl)-1H-indazole hydrochloride). As a reaction SMILES: [CH3:1][S:2][C:3]1[C:11]2[C:6](=[CH:7][C:8]([N:12]3[CH2:17][CH2:16][N:15](C(OC(C)(C)C)=O)[CH2:14][CH2:13]3)=[CH:9][CH:10]=2)[N:5]([C:25]2[CH:30]=[CH:29][CH:28]=[CH:27][CH:26]=2)[N:4]=1.[ClH:31]>ClCCl>[ClH:31].[CH3:1][S:2][C:3]1[C:11]2[C:6](=[CH:7][C:8]([N:12]3[CH2:13][CH2:14][NH:15][CH2:16][CH2:17]3)=[CH:9][CH:10]=2)[N:5]([C:25]2[CH:26]=[CH:27][CH:28]=[CH:29][CH:30]=2)[N:4]=1 |f:3.4|. Reported procedure: Into a 50-mL 3-necked round-bottom flask, was placed a solution of tert-butyl 4-(3-(methylthio)-1-phenyl-1H-indazol-6-yl)piperazine-1-carboxylate (100 mg, 0.24 mmol, 1.00 equiv) in dichloromethane (20 mL). Hydrogen chloride (g) was then introduced at 0-5° C. The resulting solution was stirred for 1 h at room temperature. The solids were collected by filtration to yield 3-(methylthio)-1-phenyl-6-(piperazin-1-yl)-1H-indazole hydrochloride as a yellow solid.